From a dataset of the Open Reaction Database (ORD), a public repository of structured organic reaction records. describe an organic reaction: reactants, conditions, products, and yield Solvent: ClCCl (dichloromethane), C(C)N(CC)CC (triethylamine), ClCCl (dichloromethane). Conditions: time 8 hour. Procedure: A solution of 4-[4-(8-oxa-3-aza-bicyclo[3.2.1]oct-3-yl)-1-(2,2,2-trifluoro-ethyl)-1H-pyrazolo[3,4-d]pyrimidin-6-yl]-phenylamine (50 mg, 0.12 mmol) in dichloromethane (4 mL) was treated with triethylamine (0.16 mL), followed by a solution of triphosgene (19 mg, 0.064 mmol) in dichloromethane (1 mL). After the passage of 5 minutes, the appropriate nucleophile—in the case, 6-morpholinopyridin-3-amine (86 mg, 0.48 mmol)—was added to the 3-(6-(4-isocyanatophenyl)-1-(2,2,2-trifluoroethyl)-1H-pyrazolo[... Starting materials: C12CN(CC(CC1)O2)C2=C1C(=NC(=N2)C2=CC=C(C=C2)N)N(N=C1)CC(F)(F)F (4-[4-(8-oxa-3-aza-bicyclo[3.2.1]oct-3-yl)-1-(2,2,2-trifluoro-ethyl)-1H-pyrazolo[3,4-d]pyrimidin-6-yl]-phenylamine), ClC(Cl)(OC(OC(Cl)(Cl)Cl)=O)Cl (triphosgene), O1CCN(CC1)C1=CC=C(C=N1)N (6-morpholinopyridin-3-amine), N(=C=O)C1=CC=C(C=C1)C1=NC(=C2C(=N1)N(N=C2)CC(F)(F)F)N2CC1CCC(C2)O1 (3-(6-(4-isocyanatophenyl)-1-(2,2,2-trifluoroethyl)-1H-pyrazolo[3,4-d]pyrimidin-4-yl)-8-oxa-3-azabicyclo[3.2.1]octane). The product is N1(CCOCC1)C1=CC=C(C=N1)NC(=O)NC1=CC=C(C=C1)C1=NC(=C2C(=N1)N(N=C2)CC(F)(F)F)N2CC1CCC(C2)O1 (1-(6-morpholin-4-ylpyridin-3-yl)-3-{4-[4-(8-oxa-3-azabicyclo[3.2.1]oct-3-yl)-1-(2,2,2-trifluoroethyl)-1H-pyrazolo[3,4-d]pyrimidin-6-yl]phenyl}urea). Reaction SMILES: C12OC(CC1)CN(C1N=C(C3C=CC(N)=CC=3)N=C3N(CC(F)(F)F)N=CC=13)C2.ClC(Cl)(OC(=O)OC(Cl)(Cl)Cl)Cl.[O:42]1[CH2:47][CH2:46][N:45]([C:48]2[N:53]=[CH:52][C:51]([NH2:54])=[CH:50][CH:49]=2)[CH2:44][CH2:43]1.[N:55]([C:58]1[CH:63]=[CH:62][C:61]([C:64]2[N:69]=[C:68]3[N:70]([CH2:73][C:74]([F:77])([F:76])[F:75])[N:71]=[CH:72][C:67]3=[C:66]([N:78]3[CH2:84][CH:83]4[O:85][CH:80]([CH2:81][CH2:82]4)[CH2:79]3)[N:65]=2)=[CH:60][CH:59]=1)=[C:56]=[O:57]>ClCCl.C(N(CC)CC)C>[N:45]1([C:48]2[N:53]=[CH:52][C:51]([NH:54][C:56]([NH:55][C:58]3[CH:63]=[CH:62][C:61]([C:64]4[N:69]=[C:68]5[N:70]([CH2:73][C:74]([F:76])([F:77])[F:75])[N:71]=[CH:72][C:67]5=[C:66]([N:78]5[CH2:84][CH:83]6[O:85][CH:80]([CH2:81][CH2:82]6)[CH2:79]5)[N:65]=4)=[CH:60][CH:59]=3)=[O:57])=[CH:50][CH:49]=2)[CH2:46][CH2:47][O:42][CH2:43][CH2:44]1. Procedure details: 0.14 mol (10 ml, 16.5 grams) of thionyl chloride were dropped at -5° C. into 100 ml of methanol. After addition of 0.11 mole (22 grams) of 4-chlorophenylalanine the mixture was heated under reflux for 15 hours. After drawing off the solvent the white residue was dried in a high vacuum. Starting materials: S(=O)(Cl)Cl (thionyl chloride), CO (methanol), ClC1=CC=C(C[C@H](N)C(=O)O)C=C1 (4-chlorophenylalanine). The product is Cl.COC([C@@H](N)CC1=CC=C(C=C1)Cl)=O (4-Chlorophenylalanine Methyl Ester Hydrochloride). As a reaction SMILES: S(Cl)([Cl:3])=O.[Cl:5][C:6]1[CH:17]=[CH:16][C:9]([CH2:10][C@@H:11]([C:13]([OH:15])=[O:14])[NH2:12])=[CH:8][CH:7]=1.[CH3:18]O>>[ClH:3].[CH3:18][O:14][C:13](=[O:15])[C@H:11]([CH2:10][C:9]1[CH:8]=[CH:7][C:6]([Cl:5])=[CH:17][CH:16]=1)[NH2:12] |f:3.4|. The reactants are C(C)OC(=O)C=1C=NN(C1C)C=1C(=NC=C(C1)C=C)Cl (1-(2-chloro-5-vinylpyridin-3-yl)-5-methyl-1H-pyrazole-4-carboxylic acid ethyl ester), C(C)O (ethanol). Reagents/catalysts: [C].[Pd] (palladium-carbon). The solvent is O1CCOCC1 (1,4-dioxane). Run at time 3 hour. The product is C(C)OC(=O)C=1C=NN(C1C)C=1C(=NC=C(C1)CC)Cl (1-(2-chloro-5-ethylpyridin-3-yl)-5-methyl-1H-pyrazole-4-carboxylic acid ethyl ester). Yield: 70.4%. As a reaction SMILES: [CH2:1]([O:3][C:4]([C:6]1[CH:7]=[N:8][N:9]([C:12]2[C:13]([Cl:20])=[N:14][CH:15]=[C:16]([CH:18]=[CH2:19])[CH:17]=2)[C:10]=1[CH3:11])=[O:5])[CH3:2].C(O)C>[C].[Pd].O1CCOCC1>[CH2:1]([O:3][C:4]([C:6]1[CH:7]=[N:8][N:9]([C:12]2[C:13]([Cl:20])=[N:14][CH:15]=[C:16]([CH2:18][CH3:19])[CH:17]=2)[C:10]=1[CH3:11])=[O:5])[CH3:2] |f:2.3|. Reported procedure: Next, 1-(2-chloro-5-vinylpyridin-3-yl)-5-methyl-1H-pyrazole-4-carboxylic acid ethyl ester (0.902 g) was added to a mixed solvent of ethanol (10 ml) and 1,4-dioxane (8 ml), the atmosphere in the flask was substituted with nitrogen gas, 10% palladium-carbon (containing ca. 50% water; 0.20 g) was added and the mixture was stirred under hydrogen atmosphere at room temperature for three hours. The reaction mixture was filtered through Celite to remove palladium-carbon, the filtrate was concentrated a... Starting materials: BrC1=CC(=C(N)C=C1)C (4-bromo-2-methylaniline), N(=O)[O-].[Na+] (sodium nitrite), Cl (HCl). Run in O (water). Run at time 45 minute. Product: Cl.BrC1=CC(=C(C=C1)NN)C ((4-bromo-2-methylphenyl)hydrazine hydrochloride). The yield is 71.0%. As a reaction SMILES: [Br:1][C:2]1[CH:8]=[CH:7][C:5]([NH2:6])=[C:4]([CH3:9])[CH:3]=1.[N:10]([O-])=O.[Na+].[ClH:14]>O>[ClH:14].[Br:1][C:2]1[CH:8]=[CH:7][C:5]([NH:6][NH2:10])=[C:4]([CH3:9])[CH:3]=1 |f:1.2,5.6|. Procedure: To a solution of 4-bromo-2-methylaniline (2.50 g, 13.44 mmol) in concentrated HCl (5.4 mL) at 0° C. was added a cold solution of sodium nitrite (1.02 g, 14.78 mmol) in water (5.1 mL). Stirring was continued at 0° C. for 45 min then the mixture was filtered. To the filtrate at 0° C. was added a solution of tin(II) chloride in concentrated HCl (9.5 mL). The reaction mixture was allowed to warm to ambient temperature and stirred overnight. The reaction mixture was made basic at 0° C. with 40% NaOH ... Reactants: C(C)(C)(C)OC(N[C@@H]([C@@H](C)C1CCC(CC1)N)C(=O)N1C[C@H](CC1)F)=O (tert-Butyl((1S,2S)-2-(4-aminocyclohexyl)-1-{[(3S)-3-fluoropyrrolidin-1-yl]carbonyl}propyl)carbamate), C(C)(C)N(C(C)C)CC (N,N-diisopropylethylamine), FC(OC1=CC=C(C=C1)S(=O)(=O)Cl)(F)F (4-(trifluoromethoxy)-benzenesulfonyl chloride). Solvent: ClCCl (dichloromethane), C(C)(=O)OCC (ethyl acetate). Yields the product F[C@@H]1CN(CC1)C(=O)[C@H]([C@@H](C)C1CCC(CC1)NS(=O)(=O)C1=CC=C(C=C1)OC(F)(F)F)NC(OC(C)(C)C)=O (tert-Butyl {(1S,2S)-1-{[(3S)-3-fluoropyrrolidin-1-yl]carbonyl}-2-[4-({[4-(trifluoromethoxy)phenyl]sulfonyl}amino)cyclohexyl]propyl}carbamate). As a reaction SMILES: [C:1]([O:5][C:6](=[O:26])[NH:7][C@H:8]([C:18]([N:20]1[CH2:24][CH2:23][C@H:22]([F:25])[CH2:21]1)=[O:19])[C@H:9]([CH:11]1[CH2:16][CH2:15][CH:14]([NH2:17])[CH2:13][CH2:12]1)[CH3:10])([CH3:4])([CH3:3])[CH3:2].C(N(CC)C(C)C)(C)C.[F:36][C:37]([F:50])([F:49])[O:38][C:39]1[CH:44]=[CH:43][C:42]([S:45](Cl)(=[O:47])=[O:46])=[CH:41][CH:40]=1>ClCCl.C(OCC)(=O)C>[F:25][C@H:22]1[CH2:23][CH2:24][N:20]([C:18]([C@@H:8]([NH:7][C:6](=[O:26])[O:5][C:1]([CH3:2])([CH3:3])[CH3:4])[C@H:9]([CH:11]2[CH2:16][CH2:15][CH:14]([NH:17][S:45]([C:42]3[CH:41]=[CH:40][C:39]([O:38][C:37]([F:36])([F:49])[F:50])=[CH:44][CH:43]=3)(=[O:47])=[O:46])[CH2:13][CH2:12]2)[CH3:10])=[O:19])[CH2:21]1. Reported procedure: To a solution of the material from Step B of Example 24 (32 mg, 0.085 mmol) in dichloromethane (2 mL) was added N,N-diisopropylethylamine (0.022 mL, 0.13 mmol), and 4-(trifluoromethoxy)-benzenesulfonyl chloride (0.034 mL, 0.094 mmol). After 2 h at ambient temperature the reaction was diluted with 100 mL of ethyl acetate and washed with saturated aqueous sodium bicarbonate and brine, dried (magnesium sulfate) and concentrated in vacuo. Purification by preparative thin layer chromatography (65% et... Starting materials: [Ag+2], O=C([O-])[O-], CN(C)C, CC(C)=O, CN(C)C=O, ClC(Cl)Cl, CC(C)O, CCCCCCCCCCCCCCCCCCOCC(COP(=O)([O-])OCCBr)Oc1nccs1. Yields the product CCCCCCCCCCCCCCCCCCOCC(COP(=O)([O-])OCC[N+](C)(C)C)Oc1nccs1. As a reaction SMILES: [Ag+2:62].[C:58](=[O:59])([O-:60])[O-:61].[CH3:37][N:38]([CH3:39])[CH3:40].[CH3:41][C:42](=[O:43])[CH3:44].[CH3:53][N:54]([CH3:55])[CH:56]=[O:57].[CH:45]([Cl:46])([Cl:47])[Cl:48].[CH:49]([OH:50])([CH3:51])[CH3:52].[P:1](=[O:2])([O:3][CH2:4][CH:5]([CH2:6][O:7][CH2:8][CH2:9][CH2:10][CH2:11][CH2:12][CH2:13][CH2:14][CH2:15][CH2:16][CH2:17][CH2:18][CH2:19][CH2:20][CH2:21][CH2:22][CH2:23][CH2:24][CH3:25])[O:26][c:27]1[s:28][cH:29][cH:30][n:31]1)([O:32][CH2:33][CH2:34][Br:35])[O-:36]>>[P:1](=[O:2])([O:3][CH2:4][CH:5]([CH2:6][O:7][CH2:8][CH2:9][CH2:10][CH2:11][CH2:12][CH2:13][CH2:14][CH2:15][CH2:16][CH2:17][CH2:18][CH2:19][CH2:20][CH2:21][CH2:22][CH2:23][CH2:24][CH3:25])[O:26][c:27]1[s:28][cH:29][cH:30][n:31]1)([O:32][CH2:33][CH2:34][N+:38]([CH3:37])([CH3:39])[CH3:40])[O-:36].